Dataset: the Open Reaction Database (ORD), a public repository of structured organic reaction records. Task: describe an organic reaction: reactants, conditions, products, and yield Starting materials: Cl (HCl), O1CCOCC1 (dioxane), ClC=1C(=C(C(=C(C1)C(C)NC1=C2N=CN(C2=NC=N1)C1OCCCC1)OC)C1CCN(CC1)C(=O)OC(C)(C)C)C (tert-butyl 4-[3-chloro-6-methoxy-2-methyl-5-(1-{[9-(tetrahydro-2H-pyran-2-yl)-9H-purin-6-yl]amino}ethyl)phenyl]piperidine-1-carboxylate), C(Cl)Cl (methylene chloride). Run at time 1 hour. Product: ClC=1C(=C(C(=C(C1)C(C)NC1=C2N=CNC2=NC=N1)OC)C1CCNCC1)C (N-[1-(5-Chloro-2-methoxy-4-methyl-3-piperidin-4-ylphenyl)ethyl]-9H-purin-6-amine), Cl (HCl). Reaction SMILES: Cl.O1CCOCC1.[Cl:8][C:9]1[C:10]([CH3:48])=[C:11]([CH:35]2[CH2:40][CH2:39][N:38](C(OC(C)(C)C)=O)[CH2:37][CH2:36]2)[C:12]([O:33][CH3:34])=[C:13]([CH:15]([NH:17][C:18]2[N:26]=[CH:25][N:24]=[C:23]3[C:19]=2[N:20]=[CH:21][N:22]3C2CCCCO2)[CH3:16])[CH:14]=1.C(Cl)[Cl:50]>>[Cl:8][C:9]1[C:10]([CH3:48])=[C:11]([CH:35]2[CH2:40][CH2:39][NH:38][CH2:37][CH2:36]2)[C:12]([O:33][CH3:34])=[C:13]([CH:15]([NH:17][C:18]2[N:26]=[CH:25][N:24]=[C:23]3[C:19]=2[N:20]=[CH:21][NH:22]3)[CH3:16])[CH:14]=1.[ClH:50]. Procedure: 4.0 M HCl in dioxane (2.0 mL, 8 mmol) was added to a solution of tert-butyl 4-[3-chloro-6-methoxy-2-methyl-5-(1-{[9-(tetrahydro-2H-pyran-2-yl)-9H-purin-6-yl]amino}ethyl)phenyl]piperidine-1-carboxylate (250 mg, 0.43 mmol) in methylene chloride (1.0 mL, 16 mmol) and the reaction was stirred at room temperature for 1 hour. The solvent was removed to provide the desired product as HCl salt which was used in the next step without further purification. LCMS calculated for C20H26ClN6O (M+H)+: m/z=401.2... Starting materials: C1CCOC1, CN(C)P(=O)(N(C)C)N(C)C, [Li]CCCC, Cc1cc(-c2nnn(C)n2)cc(C)c1OCCCBr, CN1C=CSC1, [Cl-], [NH4+]. The product is Cc1cc(-c2nnn(C)n2)cc(C)c1OCCCC1=CN(C)CS1. RXN SMILES: [CH2:44]1[O:45][CH2:46][CH2:47][CH2:48]1.[CH3:12][N:13]([CH3:14])[P:15]([N:16]([CH3:17])[CH3:18])([N:19]([CH3:20])[CH3:21])=[O:22].[CH3:1][CH2:2][CH2:3][CH2:4][Li:5].[CH3:23][n:24]1[n:25][c:26](-[c:29]2[cH:30][c:31]([CH3:41])[c:32]([O:33][CH2:34][CH2:35][CH2:36][Br:37])[c:38]([CH3:40])[cH:39]2)[n:27][n:28]1.[CH3:6][N:7]1[CH2:8][S:9][CH:10]=[CH:11]1.[Cl-:42].[NH4+:43]>>[CH3:6][N:7]1[CH2:8][S:9][C:10]([CH2:36][CH2:35][CH2:34][O:33][c:32]2[c:31]([CH3:41])[cH:30][c:29](-[c:26]3[n:25][n:24]([CH3:23])[n:28][n:27]3)[cH:39][c:38]2[CH3:40])=[CH:11]1. Starting materials: C=Cc1cccc2c1CN(C(=O)OC1CC(C(=O)OC)N(C(=O)OC(C)(C)C)C1)C2, Cl, C1COCCO1. The product is C=Cc1cccc2c1CN(C(=O)OC1CNC(C(=O)OC)C1)C2, Cl. As a reaction SMILES: [CH:1](=[CH2:2])[c:3]1[c:4]2[c:8]([cH:9][cH:10][cH:11]1)[CH2:7][N:6]([C:12](=[O:13])[O:14][CH:15]1[CH2:16][CH:17]([C:27](=[O:28])[O:29][CH3:30])[N:18]([C:20]([O:21][C:22]([CH3:23])([CH3:24])[CH3:25])=[O:26])[CH2:19]1)[CH2:5]2.[ClH:31].[O:32]1[CH2:33][CH2:34][O:35][CH2:36][CH2:37]1>>[CH:1](=[CH2:2])[c:3]1[c:4]2[c:8]([cH:9][cH:10][cH:11]1)[CH2:7][N:6]([C:12](=[O:13])[O:14][CH:15]1[CH2:16][CH:17]([C:27](=[O:28])[O:29][CH3:30])[NH:18][CH2:19]1)[CH2:5]2.[ClH:31]. Starting materials: [Si-](c1ccccc1)(c1ccccc1)(c1ccccc1)(F)F.[N+](CCCC)(CCCC)(CCCC)CCCC, C1[C@H]([C@H]2[C@@H]([C@@]1(COC(=O)C)O)OC(O2)(C)C)N1C(c2c(C1=O)cccc2)=O. The reagents and catalysts are c1ccc(cc1)-c2c3ccccc3cc4ccccc24 (9-Phenylanthracene). The solvent is C1CCOC1 (THF). Reaction conditions: temperature 25 celsius, time 18 hour. Product: CC(=O)OC[C@@]1(F)C[C@H]([C@@H]2OC(C)(C)O[C@H]12)N3C(=O)c4ccccc4C3=O. RXN SMILES: [CH3:1][C:2]([O:4][CH2:5][C@:6]1([C@H:15]([C@@H:9]2[C@H:8]([N:16]3[C:25](=[O:26])[c:24]([c:19]4[C:17]3=[O:18])[cH:23][cH:22][cH:21][cH:20]4)[CH2:7]1)[O:14][C:11]([CH3:13])([CH3:12])[O:10]2)O)=[O:3].CCCC[N+](CCCC)(CCCC)CCCC.[F:27][Si-](c1ccccc1)(c2ccccc2)(c3ccccc3)F>>[CH3:1][C:2]([O:4][CH2:5][C@@:6]1([C@H:15]([C@@H:9]2[C@H:8]([N:16]3[C:25](=[O:26])[c:24]([c:19]4[C:17]3=[O:18])[cH:23][cH:22][cH:21][cH:20]4)[CH2:7]1)[O:14][C:11]([CH3:13])([CH3:12])[O:10]2)[F:27])=[O:3]. The reactants are NC1=C(C=NN1C1=CC=C(C=C1)S(=O)(=O)C)C#N (5-amino-1-(4-methanesulfonyl-phenyl)-1H-pyrazole-4-carbonitrile), C[N+](=C(Cl)Cl)C.[Cl-] (phosgeniminium chloride). The solvent is ClCCCl (1,2-dichloroethane). The product is ClC(=NC=1N(N=CC1C#N)C1=CC=C(C=C1)S(=O)(=O)C)N(C)C (1-chloro-N′-[4-cyano-2-(4-methanesulfonyl-phenyl)-2H-pyrazol-3-yl]-N,N-dimethyl-formamidine). Yield: 80.9%. Reaction SMILES: [NH2:1][C:2]1[N:6]([C:7]2[CH:12]=[CH:11][C:10]([S:13]([CH3:16])(=[O:15])=[O:14])=[CH:9][CH:8]=2)[N:5]=[CH:4][C:3]=1[C:17]#[N:18].[CH3:19][N+:20]([CH3:24])=[C:21](Cl)[Cl:22].[Cl-]>ClCCCl>[Cl:22][C:21]([N:20]([CH3:24])[CH3:19])=[N:1][C:2]1[N:6]([C:7]2[CH:8]=[CH:9][C:10]([S:13]([CH3:16])(=[O:15])=[O:14])=[CH:11][CH:12]=2)[N:5]=[CH:4][C:3]=1[C:17]#[N:18] |f:1.2|. Reported procedure: A solution of 5-amino-1-(4-methanesulfonyl-phenyl)-1H-pyrazole-4-carbonitrile (1.2 g, 4.57 mmol) and phosgeniminium chloride (0.900 g, 7.08 mmol) in dry 1,2-dichloroethane was refluxed for 4 h. The solvent was removed under reduced pressure and the residue was purified by flash chromatography (30 to 50% ethyl acetate/hexanes) to yield 1-chloro-N′-[4-cyano-2-(4-methanesulfonyl-phenyl)-2H-pyrazol-3-yl]-N,N-dimethyl-formamidine (1.3 g, 80%) as a yellowish solid. Exact mass calculated for C14H14ClN5... Yields the product C1(CCCC1)CNC(=O)CC1=CC=C2C=CN(C2=C1)CC1=C(C=C(C(=O)O)C=C1)OC (4-[6-(Cyclopentylmethylcarbamoyl)methylindol-1-ylmethyl]-3-methoxybenzoicacid). Reported procedure: A solution of methyl 4-[6-(N-cyclopentyl-methylcarbamoylmethyl)indol-1-ylmethyl]-3-methoxybenzoate (1.34 g) in a combination of methanol (7.5 ml), tetrahydrofuran (7.5 ml), and water (3 ml) was treated with lithium hydroxide monohydrate (0.78 g). The mixture was stirred for 6 hr and then evaporated to remove the organic solvents. The resultant aqueous solution was acidified with 10% (v/v) hydrochloric acid. The white precipitate which formed was collected by filtration, washed with water, and dr... Yield: 54.0%. Solvent: O (water). RXN SMILES: C1([N:6]([CH3:32])[C:7]([CH2:9][C:10]2[CH:18]=[C:17]3[C:13]([CH:14]=[CH:15][N:16]3[CH2:19][C:20]3[CH:29]=[CH:28][C:23]([C:24]([O:26]C)=[O:25])=[CH:22][C:21]=3[O:30][CH3:31])=[CH:12][CH:11]=2)=[O:8])CCCC1.[CH3:33]O.O1[CH2:39][CH2:38][CH2:37][CH2:36]1.O.[OH-].[Li+]>O>[CH:36]1([CH2:32][NH:6][C:7]([CH2:9][C:10]2[CH:18]=[C:17]3[C:13]([CH:14]=[CH:15][N:16]3[CH2:19][C:20]3[CH:29]=[CH:28][C:23]([C:24]([OH:26])=[O:25])=[CH:22][C:21]=3[O:30][CH3:31])=[CH:12][CH:11]=2)=[O:8])[CH2:33][CH2:39][CH2:38][CH2:37]1 |f:3.4.5|. Run at time 6 hour. Reactants: C1(CCCC1)N(C(=O)CC1=CC=C2C=CN(C2=C1)CC1=C(C=C(C(=O)OC)C=C1)OC)C (methyl 4-[6-(N-cyclopentyl-methylcarbamoylmethyl)indol-1-ylmethyl]-3-methoxybenzoate), CO (methanol), O1CCCC1 (tetrahydrofuran), O.[OH-].[Li+] (lithium hydroxide monohydrate). Reactants: ClC1=CC=C(C=C1)O (4-chlorophenol), CN(C)CN(C)C (N,N,N',N'-tetramethyldiaminomethane). The solvent is O1CCOCC1 (1,4-dioxane). The product is ClC1=CC(=C(C=C1)O)CN(C)C (4-chloro-2-(dimethylaminomethyl)phenol). Reaction SMILES: [Cl:1][C:2]1[CH:7]=[CH:6][C:5]([OH:8])=[CH:4][CH:3]=1.[CH3:9][N:10]([CH2:12]N(C)C)[CH3:11]>O1CCOCC1>[Cl:1][C:2]1[CH:7]=[CH:6][C:5]([OH:8])=[C:4]([CH2:9][N:10]([CH3:12])[CH3:11])[CH:3]=1. Procedure: A solution of 4-chlorophenol (25.72 g), N,N,N',N'-tetramethyldiaminomethane (27.2 ml) and 1,4-dioxane (250 ml) was heated on a steam bath for 16 hours. The mixture was evaporated to dryness and the residue was dissolved in 2M hydrochloric acid, washed with dichloromethane, basified with concentrated sodium hydroxide solution and extracted with dichloromethane to give an oil which was distilled to give 4-chloro-2-(dimethylaminomethyl)phenol, b.p. 90°-97° C. at 0.26 mbar. Reactants: S1C(=NC=C1)CSCCNC1=NC=C(C(N1)=O)CC=1C=NC(=CC1)OC (2-[2-(2-Thiazolylmethylthio)ethylamino]-5-(6-methoxy-3-pyridylmethyl)-4-pyrimidone), Cl (hydrogen chloride). Run in C(C)O (ethanol). Yields the product Cl.Cl.Cl.S1C(=NC=C1)CSCCNC1=NC=C(C(N1)=O)CC=1C=NC(=CC1)O (2-[2-(2-thiazolylmethylthio)ethylamino]-5-(6-hydroxy-3-pyridylmethyl)-4-pyrimidone trihydrochloride). Reaction SMILES: [S:1]1[CH:5]=[CH:4][N:3]=[C:2]1[CH2:6][S:7][CH2:8][CH2:9][NH:10][C:11]1[NH:16][C:15](=[O:17])[C:14]([CH2:18][C:19]2[CH:20]=[N:21][C:22]([O:25]C)=[CH:23][CH:24]=2)=[CH:13][N:12]=1.[ClH:27]>C(O)C>[ClH:27].[ClH:27].[ClH:27].[S:1]1[CH:5]=[CH:4][N:3]=[C:2]1[CH2:6][S:7][CH2:8][CH2:9][NH:10][C:11]1[NH:16][C:15](=[O:17])[C:14]([CH2:18][C:19]2[CH:20]=[N:21][C:22]([OH:25])=[CH:23][CH:24]=2)=[CH:13][N:12]=1 |f:3.4.5.6|. Procedure: 2-[2-(2-Thiazolylmethylthio)ethylamino]-5-(6-methoxy-3-pyridylmethyl)-4-pyrimidone in 2N hydrogen chloride in ethanol was boiled under reflux for 24 hours. The mixture was evaporated to dryness and the residue was recrystallised from 2-propanol/ethanol containing hydrogen chloride to give 2-[2-(2-thiazolylmethylthio)ethylamino]-5-(6-hydroxy-3-pyridylmethyl)-4-pyrimidone trihydrochloride, m.p. 200-204°.